Dataset: the Open Reaction Database (ORD), a public repository of structured organic reaction records. Task: describe an organic reaction: reactants, conditions, products, and yield Reactants: FC1=CC(=C(C=C1)[N+](=O)[O-])OC (4-Fluoro-2-methoxy-1-nitrobenzene), CN1CC(CC1)O (1-methyl-3-pyrrolidinol). Reagents/catalysts: [Br-].C(CCC)[N+](CCCC)(CCCC)CCCC (tetra-n-butylammonium bromide). Solvent: C1(=CC=CC=C1)C (toluene), [OH-].[K+] (KOH). Run at temperature 60 celsius. The product is COC=1C=C(OC2CN(CC2)C)C=CC1[N+](=O)[O-] (3-(3-methoxy-4-nitro-phenoxy)-1-methyl-pyrrolidine). RXN SMILES: F[C:2]1[CH:7]=[CH:6][C:5]([N+:8]([O-:10])=[O:9])=[C:4]([O:11][CH3:12])[CH:3]=1.[CH3:13][N:14]1[CH2:18][CH2:17][CH:16]([OH:19])[CH2:15]1>C1(C)C=CC=CC=1.[OH-].[K+].[Br-].C([N+](CCCC)(CCCC)CCCC)CCC>[CH3:12][O:11][C:4]1[CH:3]=[C:2]([CH:7]=[CH:6][C:5]=1[N+:8]([O-:10])=[O:9])[O:19][CH:16]1[CH2:17][CH2:18][N:14]([CH3:13])[CH2:15]1 |f:3.4,5.6|. Procedure: To a solution of 4-Fluoro-2-methoxy-1-nitrobenzene (Apollo Scientific; 4.28 g, 25 mmol) in toluene (20 mL) and 25% KOH aq. (20 mL), were added at room temperature, 1-methyl-3-pyrrolidinol (5.0 g, 50 mmol) and tetra-n-butylammonium bromide (1.66 g, 5 mmol). The mixture was heated at 60° C. for 18 hrs. The reaction mixture was cooled to room temperature, poured onto ice-water (200 mL) and extracted with Ethyl Acetate (3×100 mL). The organic layer was washed with 2 M HCl (250 ml) and then loaded on... Starting materials: C1CCOC1, CI, [H-], [Na+], CC(C)(O)C1CCN(C(=O)OCc2ccccc2)CC1. Product: COC(C)(C)C1CCN(C(=O)OCc2ccccc2)CC1. RXN SMILES: [CH2:25]1[O:26][CH2:27][CH2:28][CH2:29]1.[CH3:3][I:4].[H-:1].[Na+:2].[OH:5][C:6]([CH3:7])([CH3:8])[CH:9]1[CH2:10][CH2:11][N:12]([C:15](=[O:16])[O:17][CH2:18][c:19]2[cH:20][cH:21][cH:22][cH:23][cH:24]2)[CH2:13][CH2:14]1>>[CH3:3][O:5][C:6]([CH3:7])([CH3:8])[CH:9]1[CH2:10][CH2:11][N:12]([C:15](=[O:16])[O:17][CH2:18][c:19]2[cH:20][cH:21][cH:22][cH:23][cH:24]2)[CH2:13][CH2:14]1. Starting materials: ClC1=CC=NC2=C(C=CC=C12)C#N (4-Chloro-quinoline-8-carbonitrile), C1=CC=C(C=C1)[C@@H](CO)N ((S)-Phenylglycinol), Cl.[NH+]1=CC=CC=C1 (pyridinium hydrochloride). The solvent is COCCO (2-methoxyethanol), C(C)(=O)OCC (ethyl acetate). Reaction conditions: time 2 hour. Product: OC[C@H](C1=CC=CC=C1)NC1=CC=NC2=C(C=CC=C12)C#N (4-((S)-2-Hydroxy-1-phenyl ethylamino)-quinoline-8-carbonitrile). The yield is 100.5%. As a reaction SMILES: Cl[C:2]1[C:11]2[C:6](=[C:7]([C:12]#[N:13])[CH:8]=[CH:9][CH:10]=2)[N:5]=[CH:4][CH:3]=1.[CH:14]1[CH:19]=[CH:18][C:17]([C@H:20]([NH2:23])[CH2:21][OH:22])=[CH:16][CH:15]=1.Cl.[NH+]1C=CC=CC=1>COCCO.C(OCC)(=O)C>[OH:22][CH2:21][C@@H:20]([NH:23][C:2]1[C:11]2[C:6](=[C:7]([C:12]#[N:13])[CH:8]=[CH:9][CH:10]=2)[N:5]=[CH:4][CH:3]=1)[C:17]1[CH:18]=[CH:19][CH:14]=[CH:15][CH:16]=1 |f:2.3|. Reported procedure: A solution of 4-Chloro-quinoline-8-carbonitrile (200 mg, 1.1 mmol), (S)-Phenylglycinol (160 mg, 1.2 mmol), pyridinium hydrochloride (138 mg, 1.2 mmol) in 2-methoxyethanol (3.5 mL) was placed in a microwave 150° C., 50 Watts for 2 h. The solution was diluted with ethyl acetate and washed with brine solution. Purification by silica gel (20-80% ethyl acetate/heptane) afforded 4-((S)-2-Hydroxy-1-phenyl ethylamino)-quinoline-8-carbonitrile (320 mg, 33%) as a white solid. LCMS (ESI) 290 (M+H). Reactants: O1C(COC2=C(C=CC=C2)C=2OC=NN2)C1 (2,3-epoxypropoxy-2-(1,3,4-oxadiazol-2-yl)-benzene), COC1=C(C=CC=C1)N1CCNCC1 (2-methoxy-phenylpiperazine). Solvent: C(C)O (ethanol). Product: O1C(=NN=C1)C1=C(OCC(CN2CCN(CC2)C2=C(C=CC=C2)OC)O)C=CC=C1 (1-[2-(1,3,4-Oxadiazol-2-yl)-phenoxy]-3-[4-(2-methoxyphenyl)-piperazin-1-yl]-propan-2-ol). Reaction SMILES: [O:1]1[CH2:16][CH:2]1[CH2:3][O:4][C:5]1[CH:10]=[CH:9][CH:8]=[CH:7][C:6]=1[C:11]1[O:12][CH:13]=[N:14][N:15]=1.[CH3:17][O:18][C:19]1[CH:24]=[CH:23][CH:22]=[CH:21][C:20]=1[N:25]1[CH2:30][CH2:29][NH:28][CH2:27][CH2:26]1>C(O)C>[O:12]1[CH:13]=[N:14][N:15]=[C:11]1[C:6]1[CH:7]=[CH:8][CH:9]=[CH:10][C:5]=1[O:4][CH2:3][CH:2]([OH:1])[CH2:16][N:28]1[CH2:27][CH2:26][N:25]([C:20]2[CH:21]=[CH:22][CH:23]=[CH:24][C:19]=2[O:18][CH3:17])[CH2:30][CH2:29]1. Procedure details: 7.3 g (0.033 mole) of 2,3-epoxypropoxy-2-(1,3,4-oxadiazol-2-yl)-benzene from Example VII and 6.4 g (0.033 mole) of 2-methoxy-phenylpiperazine in 50 ml of ethanol are refluxed for 17 hours. The solvent is stripped off on a rotary evaporator and the oily residue is taken up in methylene chloride. The solution is washed with 3×50 ml of water, dried over anhydrous sodium sulfate, filtered and concentrated. 12.6 g (93% of theory) of a pale yellow oil are obtained.